From a dataset of the Open Reaction Database (ORD), a public repository of structured organic reaction records. describe an organic reaction: reactants, conditions, products, and yield The reactants are C(CCCC)OC1=CC=C(C=C1)C1=CC=C(C=C1)C1=CC=C(C=C1)C(=O)O (4"-(n-pentyloxy)-[1,1':4',1"-terphenyl]-4-carboxylic acid), C1(CCCCC1)N=C=NC1CCCCC1 (dicyclohexylcarbodiimide), FC1=C(C(=C(C(=C1O)F)F)F)F (pentafluorophenol). The solvent is C(C)(=O)OCC (ethyl acetate). Conditions: temperature 25 celsius, time 18 hour. The product is C(CCCC)OC1=CC=C(C=C1)C1=CC=C(C=C1)C1=CC=C(C=C1)C(=O)OC1=C(C(=C(C(=C1F)F)F)F)F (pentafluorophenyl 4"-(n-pentyloxy)-[1,1':4',1"-terphenyl]-4-carboxylate). RXN SMILES: [CH2:1]([O:6][C:7]1[CH:12]=[CH:11][C:10]([C:13]2[CH:18]=[CH:17][C:16]([C:19]3[CH:24]=[CH:23][C:22]([C:25]([OH:27])=[O:26])=[CH:21][CH:20]=3)=[CH:15][CH:14]=2)=[CH:9][CH:8]=1)[CH2:2][CH2:3][CH2:4][CH3:5].C1(N=C=NC2CCCCC2)CCCCC1.[F:43][C:44]1[C:49](O)=[C:48]([F:51])[C:47]([F:52])=[C:46]([F:53])[C:45]=1[F:54]>C(OCC)(=O)C>[CH2:1]([O:6][C:7]1[CH:12]=[CH:11][C:10]([C:13]2[CH:18]=[CH:17][C:16]([C:19]3[CH:20]=[CH:21][C:22]([C:25]([O:27][C:49]4[C:48]([F:51])=[C:47]([F:52])[C:46]([F:53])=[C:45]([F:54])[C:44]=4[F:43])=[O:26])=[CH:23][CH:24]=3)=[CH:15][CH:14]=2)=[CH:9][CH:8]=1)[CH2:2][CH2:3][CH2:4][CH3:5]. Procedure details: To a mixture of 4"-(n-pentyloxy)-[1,1':4',1"-terphenyl]-4-carboxylic acid (10.5 mmol) and dicyclohexylcarbodiimide (10.5 mmol) in ethyl acetate at 0° C. is added pentafluorophenol (11.5 mmol). The mixture is stirred at 25° C. for a period of 18 h, producing a precipitate. The mixture is filtered. The filtrate is washed with water and brine and dried with magnesium sulfate. The solvent is removed in vacuo to obtain pentafluorophenyl 4"-(n-pentyloxy)-[1,1':4',1"-terphenyl]-4-carboxylate, C30H23F5O...